Dataset: the Open Reaction Database (ORD), a public repository of structured organic reaction records. Task: describe an organic reaction: reactants, conditions, products, and yield The reactants are Cl.C(CCCCCCC)C1CC2=CC=C(C=C2C1)C(N)=N (2-octyl-5-amidinoindan hydrochloride), CO (methanol), S(O)(O)(=O)=O (sulfuric acid), C[O-].[Na+] (sodium methylate), 3-dimethylamino-2-(4-hydroxyphenyl)-N,N-dimethylpropene-(2)-ammonium perchlorate, ice water. Run in O (water). The product is C(CCCCCCC)C1CC2=CC=C(C=C2C1)C1=NC=C(C=N1)C1=CC=C(C=C1)O (2-octyl-5-[5-(4-hydroxyphenyl)pyrimidine-2-yl]indan). Yield: 151.1%. RXN SMILES: Cl.[CH2:2]([CH:10]1[CH2:18][C:17]2[C:12](=[CH:13][CH:14]=[C:15]([C:19](=[NH:21])[NH2:20])[CH:16]=2)[CH2:11]1)[CH2:3][CH2:4][CH2:5][CH2:6][CH2:7][CH2:8][CH3:9].[CH3:22][O-:23].[Na+].CO.S(=O)(=O)(O)O>O>[CH2:2]([CH:10]1[CH2:18][C:17]2[C:12](=[CH:13][CH:14]=[C:15]([C:19]3[N:20]=[CH:18][C:17]([C:12]4[CH:13]=[CH:14][C:22]([OH:23])=[CH:10][CH:11]=4)=[CH:16][N:21]=3)[CH:16]=2)[CH2:11]1)[CH2:3][CH2:4][CH2:5][CH2:6][CH2:7][CH2:8][CH3:9] |f:0.1,2.3|. Procedure: 1.00 g (3.24 mM) of 2-octyl-5-amidinoindan hydrochloride, 0.70 g (13.7 mM) of sodium methylate, 1.04 g (3.26 mM) of 3-dimethylamino-2-(4-hydroxyphenyl)-N,N-dimethylpropene-(2)-ammonium perchlorate and 20 ml of methanol were placed in a 50 ml-round bottomed flask and heat-refluxed for 14.5 hours under stirring. After the reaction, an appropriate amount of water was poured into the reaction mixture and 0.66 ml of concentrated sulfuric acid was further added thereto under cooling with ice water, fo... Starting materials: Cl.CNCC1CCCC2=C(C=CC=C12)OC (1-((N-Methylamino)methyl)-5-methoxytetralin hydrochloride), O.ON1N=NC2=C1C=CC=C2 (1-hydroxybenzotriazole hydrate), S1C(=CC=C1)CC(=O)O (2-thiopheneacetic acid), C1(CCCCC1)N=C=NC1CCCCC1 (dicyclohexylcarbodiimide). Run in C1CCOC1 (THF). Run at time 18 hour. The product is COC1=C2CCCC(C2=CC=C1)CN(C(CC=1SC=CC1)=O)C (N-(5-Methoxy-1,2,3,4-tetrahydro-1-naphthyl)methyl-N-methyl-2-thienylacetamide). Isolated yield 111.5%. Reaction SMILES: Cl.[CH3:2][NH:3][CH2:4][CH:5]1[C:14]2[C:9](=[C:10]([O:15][CH3:16])[CH:11]=[CH:12][CH:13]=2)[CH2:8][CH2:7][CH2:6]1.O.ON1C2C=CC=CC=2N=N1.[S:28]1[CH:32]=[CH:31][CH:30]=[C:29]1[CH2:33][C:34]([OH:36])=O.C1(N=C=NC2CCCCC2)CCCCC1>C1COCC1>[CH3:16][O:15][C:10]1[CH:11]=[CH:12][CH:13]=[C:14]2[C:9]=1[CH2:8][CH2:7][CH2:6][CH:5]2[CH2:4][N:3]([CH3:2])[C:34](=[O:36])[CH2:33][C:29]1[S:28][CH:32]=[CH:31][CH:30]=1 |f:0.1,2.3|. Reported procedure: The product from Example 17 (1.04 g), 1-hydroxybenzotriazole hydrate (1.51 g) and 2-thiopheneacetic acid (720 mg) in dry THF (30 ml) at 0° C. was treated with dicyclohexylcarbodiimide (1.16 g). The reaction was warmed to room temperature and stirred for 18 hr. The mixture was filtered and concentrated. The residue was dissolved into EtOAc (60 ml) washed with 5% aq. HCl (15 ml), water (15 ml), 10% aq. KOH (15 ml), dried (MgSO4) filtered and concentrated. Chromatography on SiO2 afforded 1.58 g of ... Reactants: C1(=CC=CC=C1)N=C=O (phenyl isocyanate), CCCCCC (hexane), [Li]CCCC (BuLi), BrC1=NC(=CC(=C1)N(C)C)OC1=CC(=CC=C1)C(F)(F)F (2-bromo-4-dimethylamino-6-{3-(trifluoromethyl)phenoxy} pyridine). Run in C(C)OCC (diethyl ether), C(C)OCC (diethyl ether). Conditions: time 10 minute. Yields the product C1(=CC=CC=C1)NC(=O)C1=NC(=CC(=C1)N(C)C)OC1=CC(=CC=C1)C(F)(F)F (N-phenyl-4-dimethylamino-6-{3-(trifluoromethyl)phenoxy}-2-pyridine carboxamide). RXN SMILES: Br[C:2]1[CH:7]=[C:6]([N:8]([CH3:10])[CH3:9])[CH:5]=[C:4]([O:11][C:12]2[CH:17]=[CH:16][CH:15]=[C:14]([C:18]([F:21])([F:20])[F:19])[CH:13]=2)[N:3]=1.CCCCCC.[Li]CCCC.[C:33]1([N:39]=[C:40]=[O:41])[CH:38]=[CH:37][CH:36]=[CH:35][CH:34]=1>C(OCC)C>[C:33]1([NH:39][C:40]([C:2]2[CH:7]=[C:6]([N:8]([CH3:10])[CH3:9])[CH:5]=[C:4]([O:11][C:12]3[CH:17]=[CH:16][CH:15]=[C:14]([C:18]([F:21])([F:20])[F:19])[CH:13]=3)[N:3]=2)=[O:41])[CH:38]=[CH:37][CH:36]=[CH:35][CH:34]=1. Reported procedure: 0.8 g (0.0022 mol) of 2-bromo-4-dimethylamino-6-{3-(trifluoromethyl)phenoxy} pyridine was dissolved in about 15 ml of diethyl ether. While cooling the solution in a dry ice-acetone bath in an argon atmosphere, 1.5 ml of a 1.6M-hexane solution of BuLi (0.0022×1.1 mol) was added to the solution, followed by stirring the solution for about 10 minutes. After 0.60 g (0.0022×2.3 mol) of phenyl isocyanate dissolved in about 5 ml of diethyl ether was added to the reaction solution, the solution was remo... The reactants are ClC1=C(C=NC2=CC=C(N=C12)Cl)C(C)=O (1-(4,6-dichloro-1,5-naphthyridin-3-yl)ethanone), Cl.Cl.CN(CC[C@@H]1CC[C@H](CC1)N)C (trans-4-[2-(dimethylamino)ethyl]cyclohexanamine dihydrochloride). Product: ClC=1N=C2C(=C(C=NC2=CC1)C(C)=O)N[C@@H]1CC[C@H](CC1)CCN(C)C (1-(6-Chloro-4-{trans-4-[2-(dimethylamino)ethyl]cyclohexylamino}-1,5-naphthyridin-3-yl)ethanone). The yield is 37.3%. Reaction SMILES: Cl[C:2]1[C:11]2[C:6](=[CH:7][CH:8]=[C:9]([Cl:12])[N:10]=2)[N:5]=[CH:4][C:3]=1[C:13](=[O:15])[CH3:14].Cl.Cl.[CH3:18][N:19]([CH3:29])[CH2:20][CH2:21][C@H:22]1[CH2:27][CH2:26][C@H:25]([NH2:28])[CH2:24][CH2:23]1>>[Cl:12][C:9]1[N:10]=[C:11]2[C:6](=[CH:7][CH:8]=1)[N:5]=[CH:4][C:3]([C:13](=[O:15])[CH3:14])=[C:2]2[NH:28][C@H:25]1[CH2:26][CH2:27][C@H:22]([CH2:21][CH2:20][N:19]([CH3:18])[CH3:29])[CH2:23][CH2:24]1 |f:1.2.3|. Procedure: Following general procedure I, 1-(4,6-dichloro-1,5-naphthyridin-3-yl)ethanone (250 mg, 1.0 mmol) was reacted with trans-4-[2-(dimethylamino)ethyl]cyclohexanamine dihydrochloride (300 mg, 1.2 mmol) to afford the desired product (140 mg, 36%) as an off-white solid: 1H NMR (500 MHz, CDCl3) δ 10.88 (br s, 1H), 8.93 (s, 1H), 8.07 (d, J=8.7 Hz, 1H), 7.52 (d, J=8.8 Hz, 1H), 5.04-4.96 (m, 1H), 2.67 (s, 3H), 2.36-2.22 (m, 4H), 2.24 (s, 6H), 1.93-1.83 (dd, J=13.9, 3.5 Hz, 2H), 1.49-1.31 (m, 5H), 1.27-1.15... The reactants are CO, COc1ccc2c(c1)C(CN=[N+]=[N-])CN(C(=O)OC(C)(C)C)C2. Product: COc1ccc2c(c1)C(CN)CN(C(=O)OC(C)(C)C)C2. As a reaction SMILES: [CH3:24][OH:25].[N:1](=[N+:2]=[N-:3])[CH2:4][CH:5]1[CH2:6][N:7]([C:17](=[O:18])[O:19][C:20]([CH3:21])([CH3:22])[CH3:23])[CH2:8][c:9]2[cH:10][cH:11][c:12]([O:15][CH3:16])[cH:13][c:14]21>>[NH2:1][CH2:4][CH:5]1[CH2:6][N:7]([C:17](=[O:18])[O:19][C:20]([CH3:21])([CH3:22])[CH3:23])[CH2:8][c:9]2[cH:10][cH:11][c:12]([O:15][CH3:16])[cH:13][c:14]21. Starting materials: S1C(=NC2=C1C=CC=C2)C2=NC=C(C=C2)CBr (2-(benzothiazol-2-yl)-5-bromomethylpyridine), P(OC)(OC)OC (trimethyl phosphite). The product is S1C(=NC2=C1C=CC=C2)C2=NC=C(C=C2)CP(=O)(OC)OC (2-(benzothiazol-2-yl)-5-dimethoxyphosphinylmethylpyridine). Isolated yield 70.0%. As a reaction SMILES: [S:1]1[C:5]2[CH:6]=[CH:7][CH:8]=[CH:9][C:4]=2[N:3]=[C:2]1[C:10]1[CH:15]=[CH:14][C:13]([CH2:16]Br)=[CH:12][N:11]=1.[P:18]([O:23]C)([O:21][CH3:22])[O:19][CH3:20]>>[S:1]1[C:5]2[CH:6]=[CH:7][CH:8]=[CH:9][C:4]=2[N:3]=[C:2]1[C:10]1[CH:15]=[CH:14][C:13]([CH2:16][P:18]([O:21][CH3:22])([O:19][CH3:20])=[O:23])=[CH:12][N:11]=1. Reported procedure: 1.5 g (0.0049 mol) of 2-(benzothiazol-2-yl)-5-bromomethylpyridine was reacted with 3 ml of trimethyl phosphite in nitrogen gas streams at 130°-160° C. for 15 minutes. The reaction mixture was allowed to cool down to room temperature and the resulting crystals were recrystallized from ethyl acetate. By the above procedure was obtained 1.1 g (70%) of 2-(benzothiazol-2-yl)-5-dimethoxyphosphinylmethylpyridine as colorless needles, m.p. 151.5°-152.5° C. Reactants: C(#C)C=1C=C(C(=NC1)NCCN1CCCC1)C ((5-ethynyl-3-methyl-pyridin-2-yl)-(2-pyrrolidin-1-yl-ethyl)-amine), ClC1=CC=C(C=C1)C=1C=CC(=NC1)I (5-(4-chloro-phenyl)-2-iodo-pyridine), crude product. Yields the product ClC1=CC=C(C=C1)C=1C=CC(=NC1)C#CC=1C=C(C(=NC1)NCCN1CCCC1)C ({5-[5-(4-chloro-phenyl)-pyridin-2-ylethynyl]-3-methyl-pyridin-2-yl}-(2-pyrrolidin-1-yl-ethyl)-amine). Reaction SMILES: [C:1]([C:3]1[CH:4]=[C:5]([CH3:17])[C:6]([NH:9][CH2:10][CH2:11][N:12]2[CH2:16][CH2:15][CH2:14][CH2:13]2)=[N:7][CH:8]=1)#[CH:2].[Cl:18][C:19]1[CH:24]=[CH:23][C:22]([C:25]2[CH:26]=[CH:27][C:28](I)=[N:29][CH:30]=2)=[CH:21][CH:20]=1>>[Cl:18][C:19]1[CH:20]=[CH:21][C:22]([C:25]2[CH:26]=[CH:27][C:28]([C:2]#[C:1][C:3]3[CH:4]=[C:5]([CH3:17])[C:6]([NH:9][CH2:10][CH2:11][N:12]4[CH2:16][CH2:15][CH2:14][CH2:13]4)=[N:7][CH:8]=3)=[N:29][CH:30]=2)=[CH:23][CH:24]=1. Procedure: Prepared analogously to Example 15e from 69 mg (0.3 mmol) (5-ethynyl-3-methyl-pyridin-2-yl)-(2-pyrrolidin-1-yl-ethyl)-amine and 95 mg (0.3 mmol) 5-(4-chloro-phenyl)-2-iodo-pyridine, while after working up the crude product is purified by chromatography on Alox (cyc/EtOAc 6:4). Starting materials: CN(CCN1CCN(CC1)C(=O)OC(C)(C)C)C[C@]1(CN2C(O1)=NC(=C2)[N+](=O)[O-])C (Tert-butyl (S)-4-[2-(N-methyl-2-methyl-6-nitro-2,3-dihydroimidazo[2,1-b]oxazol-2-ylmethylamino)-ethyl]piperazine-1-carboxylate), FC(C(=O)O)(F)F (trifluoroacetic acid), FC(C1=CC=C(C=O)C=C1)(F)F (4-(trifluoromethyl)benzaldehyde), [B-]C#N.[Na+] (sodium cyanotrihydroborate), C(O)([O-])=O.[Na+] (sodium hydrogencarbonate). Run in C(Cl)Cl (methylene chloride), C(C)(=O)O (acetic acid), C(Cl)Cl (methylene chloride). Reaction conditions: time 5 hour. Yields the product CN(C[C@]1(CN2C(O1)=NC(=C2)[N+](=O)[O-])C)CCN2CCN(CC2)CC2=CC=C(C=C2)C(F)(F)F ((S)-N-methyl-N-(2-methyl-6-nitro-2,3-dihydroimidazo[2,1-b]oxazol-2-ylmethyl)-2-[4-(4-trifluoromethylbenzyl)piperazin-1-yl]ethylamine). Yield: 67.7%. RXN SMILES: [CH3:1][N:2]([CH2:18][C@:19]1([CH3:30])[O:23][C:22]2=[N:24][C:25]([N+:27]([O-:29])=[O:28])=[CH:26][N:21]2[CH2:20]1)[CH2:3][CH2:4][N:5]1[CH2:10][CH2:9][N:8]([C:11](OC(C)(C)C)=O)[CH2:7][CH2:6]1.FC(F)(F)C(O)=O.[F:38][C:39]([F:49])([F:48])[C:40]1[CH:47]=[CH:46][C:43](C=O)=[CH:42][CH:41]=1.[B-]C#N.[Na+].C(=O)([O-])O.[Na+]>C(Cl)Cl.C(O)(=O)C>[CH3:1][N:2]([CH2:3][CH2:4][N:5]1[CH2:10][CH2:9][N:8]([CH2:11][C:43]2[CH:46]=[CH:47][C:40]([C:39]([F:49])([F:48])[F:38])=[CH:41][CH:42]=2)[CH2:7][CH2:6]1)[CH2:18][C@:19]1([CH3:30])[O:23][C:22]2=[N:24][C:25]([N+:27]([O-:29])=[O:28])=[CH:26][N:21]2[CH2:20]1 |f:3.4,5.6|. Procedure: Tert-butyl (S)-4-[2-(N-methyl-2-methyl-6-nitro-2,3-dihydroimidazo[2,1-b]oxazol-2-ylmethylamino)-ethyl]piperazine-1-carboxylate prepared in Example 173 (400 mg, 0.94 mmol) was dissolved in methylene chloride (5 ml). To the solution, trifluoroacetic acid (5 ml) was added followed by stirring at room temperature for 5 hours. The reaction mixture was concentrated under reduced pressure and added methylene chloride (2 ml) and triethylamine (2 ml). After stirring for 5 minutes at room temperature, the... Starting materials: IC=1C=C(C=CC1)O (3-iodophenol), OCCN1C(C=2C(C(C=CC2C1=O)=O)=O)=O (2-(2-hydroxyethyl)isoindoline-1,3-dione dione). The product is IC=1C=C(OCCN2C(C3=CC=CC=C3C2=O)=O)C=CC1 (2-(2-(3-iodophenoxy)ethyl)isoindoline-1,3-dione). Reaction SMILES: [I:1][C:2]1[CH:3]=[C:4]([OH:8])[CH:5]=[CH:6][CH:7]=1.O[CH2:10][CH2:11][N:12]1[C:20](=[O:21])[C:19]2[CH:18]=[CH:17][C:16](=O)[C:15](=O)[C:14]=2[C:13]1=[O:24]>>[I:1][C:2]1[CH:3]=[C:4]([CH:5]=[CH:6][CH:7]=1)[O:8][CH2:10][CH2:11][N:12]1[C:13](=[O:24])[C:14]2[C:19](=[CH:18][CH:17]=[CH:16][CH:15]=2)[C:20]1=[O:21]. Procedure: Alkylation of 3-iodophenol with 2-(2-hydroxyethyl)isoindoline-1,3-dione dione following method used in Example 31 gave 2-(2-(3-iodophenoxy)ethyl)isoindoline-1,3-dione. Yield (2.8 g, 71%): 1H NMR (400 MHz, CDCl3) δ 7.85-7.87 (m, 2H), 7.71-7.73 (m, 2H), 7.22-7.26 (m, 3H), 6.94 (t, J=8.4 Hz, 1H), 6.81-6.84 (m, 1H), 4.19 (t, J=5.6 Hz, 2H), 4.09 (t, J=5.2 Hz, 2H).